This data is from the Open Reaction Database (ORD), a public repository of structured organic reaction records. The task is: describe an organic reaction: reactants, conditions, products, and yield The reactants are Cl (hydrochloric acid), C1CCCCC1.C(C)(C)[N-]C(C)C.[Li+] (lithium diisopropylamide cyclohexane), C(C1=CC=CC=C1)=O (benzaldehyde), C(CCCC(=O)OC(C)C)(=O)OC(C)C (diisopropyl glutarate). Run in O1CCCC1 (tetrahydrofuran), O1CCCC1 (tetrahydrofuran), O1CCCC1 (tetrahydrofuran). Run at time 30 minute. Product: OC(C(CCC(=O)OC(C)C)C(=O)OC(C)C)C1=CC=CC=C1 (diisopropyl 4-hydroxy-4-phenyl-1,3-butanedicarboxylate). The yield is 51.8%. Reaction SMILES: C1CCCCC1.C([N-]C(C)C)(C)C.[Li+].[C:15]([O:26][CH:27]([CH3:29])[CH3:28])(=[O:25])[CH2:16][CH2:17][CH2:18][C:19]([O:21][CH:22]([CH3:24])[CH3:23])=[O:20].[CH:30](=[O:37])[C:31]1[CH:36]=[CH:35][CH:34]=[CH:33][CH:32]=1.Cl>O1CCCC1>[OH:37][CH:30]([C:31]1[CH:36]=[CH:35][CH:34]=[CH:33][CH:32]=1)[CH:18]([C:19]([O:21][CH:22]([CH3:23])[CH3:24])=[O:20])[CH2:17][CH2:16][C:15]([O:26][CH:27]([CH3:29])[CH3:28])=[O:25] |f:0.1.2|. Procedure details: 38 ml of a 1.5M lithium diisopropylamide cyclohexane solution was dissolved in 400 ml of tetrahydrofuran, and 20 ml of a tetrahydrofuran solution containing 10.3 g of diisopropyl glutarate was dropwise added at -78° C. in a nitrogen atmosphere. After stirring at the same temperature for 30 minutes, 10 ml of a tetrahydrofuran solution containing 3.9 g of benzaldehyde was dropwise added thereto, followed by stirring at -78° C. for 1.5 hours. 2N hydrochloric acid was added to the reaction solution,...